The task is: describe an organic reaction: reactants, conditions, products, and yield. This data is from the Open Reaction Database (ORD), a public repository of structured organic reaction records. Product: ClC=1C2=C(C=C3CC4(C(NC(NC4=O)=O)=O)[C@@H]4N(C13)C[C@H](O[C@H]4C)C)C(=NO2)C ((2R,4S,4aS)-rel-11-chloro-2,4,8-trimethyl-1,2,4,4a-tetrahydro-2′H,6H-spiro[1,4-oxazino[4,3-a][1,2]oxazolo[4,5-g]quinoline-5,5′-pyrimidine]-2′,4′,6′(1′H,3′H)-trione). Solvent: CC(C)O (IPA). Conditions: temperature 85 celsius. As a reaction SMILES: [Cl:1][C:2]1[C:10]2[O:9][N:8]=[C:7]([CH3:11])[C:6]=2[CH:5]=[C:4]([CH:12]=O)[C:3]=1[N:14]1[CH2:19][C@H:18]([CH3:20])[O:17][C@H:16]([CH3:21])[CH2:15]1.[NH:22]1[C:29](=[O:30])[CH2:28][C:26](=[O:27])[NH:25][C:23]1=[O:24]>CC(O)C>[Cl:1][C:2]1[C:10]2[O:9][N:8]=[C:7]([CH3:11])[C:6]=2[CH:5]=[C:4]2[C:3]=1[N:14]1[CH2:15][C@@H:16]([CH3:21])[O:17][C@@H:18]([CH3:20])[C@@H:19]1[C:28]1([C:26](=[O:27])[NH:25][C:23](=[O:24])[NH:22][C:29]1=[O:30])[CH2:12]2. Reported procedure: To a solution of 7-chloro-6-[(2R,6S)-2,6-dimethylmorpholin-4-yl]-3-methyl-1,2-benzoxazole-5-carbaldehyde (Intermediate 375, 35 mg, 0.119 mmol) in IPA was added barbituric acid (16 mg, 0.113 mmol) and the mixture heated at 85° C. for 16 hours. Solvents were evaporated and the residue thus obtained was purified over silica column using a gradient of methanol in chloroform to give product as a solid. Yield: 10 mg (25%). Starting materials: ClC1=C(C(=CC=2C(=NOC21)C)C=O)N2C[C@H](O[C@H](C2)C)C (7-chloro-6-[(2R,6S)-2,6-dimethylmorpholin-4-yl]-3-methyl-1,2-benzoxazole-5-carbaldehyde), ClC1=C(C(=CC=2C(=NOC21)C)C=O)N2C[C@H](O[C@H](C2)C)C (7-chloro-6-[(2R,6S)-2,6-dimethylmorpholin-4-yl]-3-methyl-1,2-benzoxazole-5-carbaldehyde), N1C(=O)NC(=O)CC1=O (barbituric acid). Reactants: NC=1C=CC2=C(N=C(O2)C2=CC=NC=C2)C1 (5-amino-2-(pyridine-4-yl) benzo[d]oxazole), compound 8, C1(=CC=CC=C1)[C@H](C(=O)O)C ((R)-2-phenylpropanoic acid). Yields the product C1(=CC=CC=C1)[C@H](C(=O)NC=1C=CC2=C(N=C(O2)C2=CC=NC=C2)C1)C ((R)-2-phenyl-N-(2-(pyridine-4-yl)benzo[d]oxazol-5-yl)propanamide), solid. The yield is 78.0%. As a reaction SMILES: [C:1]1([C@@H:7]([CH3:11])[C:8]([OH:10])=O)[CH:6]=[CH:5][CH:4]=[CH:3][CH:2]=1.[NH2:12][C:13]1[CH:14]=[CH:15][C:16]2[O:20][C:19]([C:21]3[CH:26]=[CH:25][N:24]=[CH:23][CH:22]=3)=[N:18][C:17]=2[CH:27]=1>>[C:1]1([C@@H:7]([CH3:11])[C:8]([NH:12][C:13]2[CH:14]=[CH:15][C:16]3[O:20][C:19]([C:21]4[CH:22]=[CH:23][N:24]=[CH:25][CH:26]=4)=[N:18][C:17]=3[CH:27]=2)=[O:10])[CH:2]=[CH:3][CH:4]=[CH:5][CH:6]=1. Reported procedure: Similarly prepared as per compound 8 procedure, using starting materials (R)-2-phenylpropanoic acid and compound 4 (4-pyridine) to obtain title compound Q49 as white solid (78%). 1H NMR (CDCl3, 400 MHz) δ 1.59 (d, J=7.2 Hz, 3H), 3.76 (q, J=6.8 Hz, 1H), 7.21-7.29 (m, 1H), 7.32-7.41 (m, 6H), 7.90 (s, 1H), 7.97 (d, J=4.8 Hz, 3H), 8.74 (s, 2H); 13C NMR (CDCl3, 100 MHz) δ 18.9, 48.0, 110.8, 112.3, 119.8, 121.2, 127.7, 127.8, 129.2, 134.3, 135.6, 141.1, 142.1, 147.7, 150.7, 161.4, 172.9; ESI-HRMS for ... Reactants: CSC1=NC(=C(C(=N1)NCC1=CC=CC=C1)[N+](=O)[O-])OC1=C(C=CC(=C1)C#N)OCC1=CC=CC=C1 (2-methylthio-4-benzylamino-5-nitro-6-(2-benzyloxy-5-cyanophenoxy)pyrimidine), S(=O)(=O)([O-])S(=O)[O-].[K+].[K+] (potassium metabisulfite), CO (MeOH). Run in O1CCOCC1 (dioxane), O (water). Run at time 15 hour. Product: CS(=O)(=O)C1=NC(=C(C(=N1)NCC1=CC=CC=C1)[N+](=O)[O-])OC1=C(C=CC(=C1)C#N)OCC1=CC=CC=C1 (2-methylsulfonyl-4-benzylamino-5-nitro-6-(2-benzyloxy-5-cyanophenoxy)pyrimidine). RXN SMILES: CS[C:3]1[N:8]=[C:7]([NH:9][CH2:10][C:11]2[CH:16]=[CH:15][CH:14]=[CH:13][CH:12]=2)[C:6]([N+:17]([O-:19])=[O:18])=[C:5]([O:20][C:21]2[CH:26]=[C:25]([C:27]#[N:28])[CH:24]=[CH:23][C:22]=2[O:29][CH2:30][C:31]2[CH:36]=[CH:35][CH:34]=[CH:33][CH:32]=2)[N:4]=1.[S:37](S([O-])=O)([O-:40])(=O)=[O:38].[K+].[K+].[CH3:46]O>O1CCOCC1.O>[CH3:46][S:37]([C:3]1[N:8]=[C:7]([NH:9][CH2:10][C:11]2[CH:12]=[CH:13][CH:14]=[CH:15][CH:16]=2)[C:6]([N+:17]([O-:19])=[O:18])=[C:5]([O:20][C:21]2[CH:26]=[C:25]([C:27]#[N:28])[CH:24]=[CH:23][C:22]=2[O:29][CH2:30][C:31]2[CH:36]=[CH:35][CH:34]=[CH:33][CH:32]=2)[N:4]=1)(=[O:40])=[O:38] |f:1.2.3|. Procedure details: To 2-methylthio-4-benzylamino-5-nitro-6-(2-benzyloxy-5-cyanophenoxy)pyrimidine (1.82 g, 3.76 mmol) in 40 mL MeOH and 40 mL dioxane at 0° C. was added potassium metabisulfite (KHSO5) (3.59 g, 11.3 mmol) in 40 mL water. The suspension was allowed to warm to ambient temperature and stirred for 15 hours. The reaction was concentrated to 25 mL and extracted with methylene chloride (200 mL). The organic layer was dried (Na2 SO4), evaporated and chromatographed on silica gel (2:1, hexane/ethyl acetate)... The reactants are C[Si](CCOCN1C(=NC2=C1C=CC=C2)C=O)(C)C (1-(2-Trimethylsilanyl-ethoxymethyl)-1H-benzimidazole-2-carbaldehyde), N1=C(C=CC=C1)CNS(=O)(=O)C1=CC(=CC=C1)CNC1CCCC=2C=CC=NC12 (N-Pyridin-2-ylmethyl-3-[(5,6,7,8-tetrahydro-quinolin-8-ylamino)-methyl]-benzenesulfonamide), C(C)(=O)O (acetic acid), C(C)(=O)O[BH-](OC(C)=O)OC(C)=O.[Na+] (sodium triacetoxyborohydride). Run in C1CCOC1 (THF). Product: N1C(=NC2=C1C=CC=C2)CN(C2CCCC=1C=CC=NC21)CC=2C=C(C=CC2)S(=O)(=O)NCC2=NC=CC=C2 (3-{[(1H-Benzimidazol-2-ylmethyl)-(5,6,7,8-tetrahydro-quinolin-8-yl)-amino]-methyl}-N-pyridin-2-ylmethyl-benzenesulfonamide). The yield is 46.9%. As a reaction SMILES: C[Si](C)(C)CCOC[N:7]1[C:11]2[CH:12]=[CH:13][CH:14]=[CH:15][C:10]=2[N:9]=[C:8]1[CH:16]=O.[N:20]1[CH:25]=[CH:24][CH:23]=[CH:22][C:21]=1[CH2:26][NH:27][S:28]([C:31]1[CH:36]=[CH:35][CH:34]=[C:33]([CH2:37][NH:38][CH:39]2[C:48]3[N:47]=[CH:46][CH:45]=[CH:44][C:43]=3[CH2:42][CH2:41][CH2:40]2)[CH:32]=1)(=[O:30])=[O:29].C(O)(=O)C.C(O[BH-](OC(=O)C)OC(=O)C)(=O)C.[Na+]>C1COCC1>[NH:9]1[C:10]2[CH:15]=[CH:14][CH:13]=[CH:12][C:11]=2[N:7]=[C:8]1[CH2:16][N:38]([CH2:37][C:33]1[CH:32]=[C:31]([S:28]([NH:27][CH2:26][C:21]2[CH:22]=[CH:23][CH:24]=[CH:25][N:20]=2)(=[O:29])=[O:30])[CH:36]=[CH:35][CH:34]=1)[CH:39]1[C:48]2[N:47]=[CH:46][CH:45]=[CH:44][C:43]=2[CH2:42][CH2:41][CH2:40]1 |f:3.4|. Procedure details: Using general procedure B: Reaction of 1-(2-Trimethylsilanyl-ethoxymethyl)-1H-benzimidazole-2-carbaldehyde (192 mg, 0.70 mmol), N-Pyridin-2-ylmethyl-3-[(5,6,7,8-tetrahydro-quinolin-8-ylamino)-methyl]-benzenesulfonamide (284 mg, 0.70 mmol), acetic acid (0.2 mL) and sodium triacetoxyborohydride (442 mg, 2.08 mmol) in THF (7 mL) at room temperature under N2 for 40 min., followed by purification of the crude material by chromatography on silica gel (1:1:98 CH3OH—NH3H2O—CH2Cl2,), afforded the title c... Starting materials: C1CCOC1, [Li]CCCC, COC1=CC(=O)CC1, Cc1ccc(I)cc1. The product is Cc1ccc(C2=CC(=O)CC2)cc1. Reaction SMILES: [CH2:22]1[O:23][CH2:24][CH2:25][CH2:26]1.[CH2:9]([Li:10])[CH2:11][CH2:12][CH3:13].[CH3:14][O:15][C:16]1=[CH:17][C:18](=[O:21])[CH2:19][CH2:20]1.[I:1][c:2]1[cH:3][cH:4][c:5]([CH3:8])[cH:6][cH:7]1>>[c:2]1([C:16]2=[CH:17][C:18](=[O:21])[CH2:19][CH2:20]2)[cH:3][cH:4][c:5]([CH3:8])[cH:6][cH:7]1. Starting materials: CC#N, Oc1cccc(F)c1, [K+], Nc1ccc2ccc(Cl)nc2n1, [OH-]. The product is Nc1ccc2ccc(Oc3cccc(F)c3)nc2n1. Reaction SMILES: [CH3:23][C:24]#[N:25].[F:13][c:14]1[cH:15][c:16]([OH:20])[cH:17][cH:18][cH:19]1.[K+:22].[NH2:1][c:2]1[n:3][c:4]2[n:5][c:6]([Cl:12])[cH:7][cH:8][c:9]2[cH:10][cH:11]1.[OH-:21]>>[NH2:1][c:2]1[n:3][c:4]2[n:5][c:6]([O:20][c:16]3[cH:15][c:14]([F:13])[cH:19][cH:18][cH:17]3)[cH:7][cH:8][c:9]2[cH:10][cH:11]1. As a reaction SMILES: [CH3:35][O:36][CH2:37][C:38]([OH:39])=[O:40].[Cl:1][c:2]1[cH:3][c:4]2[cH:5][cH:6][c:7]([S:12](=[O:13])(=[O:14])[N:15]3[CH2:16][C:17](=[O:34])[N:18]([NH:21][CH:22]4[CH2:23][CH2:24][N:25]([c:28]5[cH:29][cH:30][n:31][cH:32][cH:33]5)[CH2:26][CH2:27]4)[CH2:19][CH2:20]3)[cH:8][c:9]2[cH:10][cH:11]1>>[Cl:1][c:2]1[cH:3][c:4]2[cH:5][cH:6][c:7]([S:12](=[O:13])(=[O:14])[N:15]3[CH2:16][C:17](=[O:34])[N:18]([N:21]([CH:22]4[CH2:23][CH2:24][N:25]([c:28]5[cH:29][cH:30][n:31][cH:32][cH:33]5)[CH2:26][CH2:27]4)[CH2:38][CH2:37][O:36][CH3:35])[CH2:19][CH2:20]3)[cH:8][c:9]2[cH:10][cH:11]1. Starting materials: COCC(=O)O, O=C1CN(S(=O)(=O)c2ccc3cc(Cl)ccc3c2)CCN1NC1CCN(c2ccncc2)CC1. The product is COCCN(C1CCN(c2ccncc2)CC1)N1CCN(S(=O)(=O)c2ccc3cc(Cl)ccc3c2)CC1=O.